This data is from the Open Reaction Database (ORD), a public repository of structured organic reaction records. The task is: describe an organic reaction: reactants, conditions, products, and yield Reactants: C#CCBr, CC#N, ClCCl, [Na+], [Na+], O=C([O-])[O-], On1cccn1. Product: C#CCOn1cccn1. RXN SMILES: [CH2:1]([C:2]#[CH:3])[Br:4].[CH3:17][C:18]#[N:19].[Cl:20][CH2:21][Cl:22].[Na+:11].[Na+:12].[O-:13][C:14](=[O:15])[O-:16].[OH:5][n:6]1[n:7][cH:8][cH:9][cH:10]1>>[CH2:1]([C:2]#[CH:3])[O:5][n:6]1[n:7][cH:8][cH:9][cH:10]1. Reactants: C(CC)C1=C(C=CC=C1OCC(=O)C1=CC=CC=C1)O (2-propyl-3-(2-phenyl-2-oxoethoxy)phenol), O=P12OP3(=O)OP(=O)(O1)OP(=O)(O2)O3 (phosphorus pentoxide). The reagents and catalysts are CCOCC (ether). Solvent: OP(=O)(O)O (o-phosphoric acid), O (water). Reaction conditions: time 30 minute. The product is C1(=CC=CC=C1)C1=COC2=C1C=CC(=C2CCC)O (3-phenyl-6-hydroxy-7-propylbenzofuran). RXN SMILES: [CH2:1]([C:4]1[C:9]([O:10][CH2:11][C:12]([C:14]2[CH:19]=[CH:18][CH:17]=[CH:16][CH:15]=2)=O)=[CH:8][CH:7]=[CH:6][C:5]=1[OH:20])[CH2:2][CH3:3].O=P12OP3(OP(OP(O3)(O1)=O)(=O)O2)=O>OP(O)(O)=O.O.CCOCC>[C:14]1([C:12]2[C:8]3[CH:7]=[CH:6][C:5]([OH:20])=[C:4]([CH2:1][CH2:2][CH3:3])[C:9]=3[O:10][CH:11]=2)[CH:19]=[CH:18][CH:17]=[CH:16][CH:15]=1. Reported procedure: To a stirred suspension of 2-propyl-3-(2-phenyl-2-oxoethoxy)phenol (9.30 g) in o-phosphoric acid(85%) (93 mL) at room temperature was added over a 45 minutes period phosphorus pentoxide(46.50 g). During this period the reaction mixture was heated several times with a heat gun. After stirring the mixture for 30 minutes the reaction was checked by TLC(to take a little of sample with a capillary and dissolve sample in water and add several drops of ether; elution: 50% methylene chloride in hexane).... Starting materials: CCc1cccc(N)c1, CC(C)O, COCCOc1cc2ncnc(Cl)c2cc1OCCOC. The product is CCc1cccc(Nc2ncnc3cc(OCCOC)c(OCCOC)cc23)c1. Reaction SMILES: [CH2:22]([CH3:23])[c:24]1[cH:25][c:26]([NH2:27])[cH:28][cH:29][cH:30]1.[CH3:31][CH:32]([OH:33])[CH3:34].[Cl:1][c:2]1[n:3][cH:4][n:5][c:6]2[cH:7][c:8]([O:17][CH2:18][CH2:19][O:20][CH3:21])[c:9]([O:12][CH2:13][CH2:14][O:15][CH3:16])[cH:10][c:11]12>>[c:2]1([NH:27][c:26]2[cH:25][c:24]([CH2:22][CH3:23])[cH:30][cH:29][cH:28]2)[n:3][cH:4][n:5][c:6]2[cH:7][c:8]([O:17][CH2:18][CH2:19][O:20][CH3:21])[c:9]([O:12][CH2:13][CH2:14][O:15][CH3:16])[cH:10][c:11]12. Starting materials: NC1=NC=CC(=C1)OC=1C=C(C2=C(B(OC2CC(=O)OCC)O)C1)C (ethyl 2-(6-(2-aminopyridin-4-yloxy)-1-hydroxy-4-methyl-1,3-dihydrobenzo[c][1,2]oxaborol-3-yl)acetate), [OH-].[Na+] (NaOH). The solvent is CO.C1CCOC1 (MeOH THF). Reaction conditions: time 2 hour. Product: NC1=NC=CC(=C1)OC=1C=C(C2=C(B(OC2CC(=O)O)O)C1)C (2-(6-(2-Aminopyridin-4-yloxy)-1-hydroxy-4-methyl-1,3-dihydrobenzo[c][1,2]oxaborol-3-yl)acetic acid). As a reaction SMILES: [NH2:1][C:2]1[CH:7]=[C:6]([O:8][C:9]2[CH:10]=[C:11]([CH3:25])[C:12]3[CH:16]([CH2:17][C:18]([O:20]CC)=[O:19])[O:15][B:14]([OH:23])[C:13]=3[CH:24]=2)[CH:5]=[CH:4][N:3]=1.[OH-].[Na+]>CO.C1COCC1>[NH2:1][C:2]1[CH:7]=[C:6]([O:8][C:9]2[CH:10]=[C:11]([CH3:25])[C:12]3[CH:16]([CH2:17][C:18]([OH:20])=[O:19])[O:15][B:14]([OH:23])[C:13]=3[CH:24]=2)[CH:5]=[CH:4][N:3]=1 |f:1.2,3.4|. Procedure details: To a solution of ethyl 2-(6-(2-aminopyridin-4-yloxy)-1-hydroxy-4-methyl-1,3-dihydrobenzo[c][1,2]oxaborol-3-yl)acetate in MeOH/THF (8 mL, 1:1) was added aqueous NaOH solution (200 mg in 2 mL of water). After stirring at room temperature for two hours, the reaction mixture was evaporated, acidified to pH 5 using 1 M HCl and then concentrated. HPLC purification gave desired product as a white powder. 1H NMR (400 MHz, DMSO-d6) δ 12.3 (b, 1H), 9.30 (b, 1H), 7.87 (d, J=7.2 Hz, 1H), 7.69 (b, 2H), 7.25 ... Starting materials: O=C([O-])[O-], CC(C)=O, CI, [K+], [K+], N#Cc1c(N)n[nH]c1N. Yields the product Cn1nc(N)c(C#N)c1N. RXN SMILES: [C:12](=[O:13])([O-:14])[O-:15].[CH3:18][C:19](=[O:20])[CH3:21].[I:10][CH3:11].[K+:16].[K+:17].[NH2:1][c:2]1[n:3][nH:4][c:5]([NH2:9])[c:6]1[C:7]#[N:8]>>[NH2:1][c:2]1[n:3][n:4]([CH3:12])[c:5]([NH2:9])[c:6]1[C:7]#[N:8].